The task is: describe an organic reaction: reactants, conditions, products, and yield. This data is from the Open Reaction Database (ORD), a public repository of structured organic reaction records. Reactants: CCOC(=O)c1c(-c2ccc(OCC)cc2)c2cc(OCc3ccccc3)ccc2n1Cc1ccc(F)cc1, CCOC(C)=O, [H][H]. Product: CCOC(=O)c1c(-c2ccc(OCC)cc2)c2cc(O)ccc2n1Cc1ccc(F)cc1. As a reaction SMILES: [CH2:1]([c:2]1[cH:3][cH:4][cH:5][cH:6][cH:7]1)[O:8][c:9]1[cH:10][c:11]2[c:12](-[c:31]3[cH:32][cH:33][c:34]([O:37][CH2:38][CH3:39])[cH:35][cH:36]3)[c:13]([C:26](=[O:27])[O:28][CH2:29][CH3:30])[n:14]([CH2:18][c:19]3[cH:20][cH:21][c:22]([F:25])[cH:23][cH:24]3)[c:15]2[cH:16][cH:17]1.[CH3:42][CH2:43][O:44][C:45](=[O:46])[CH3:47].[H:40][H:41]>>[OH:8][c:9]1[cH:10][c:11]2[c:12](-[c:31]3[cH:32][cH:33][c:34]([O:37][CH2:38][CH3:39])[cH:35][cH:36]3)[c:13]([C:26](=[O:27])[O:28][CH2:29][CH3:30])[n:14]([CH2:18][c:19]3[cH:20][cH:21][c:22]([F:25])[cH:23][cH:24]3)[c:15]2[cH:16][cH:17]1. Run in O1CCCC1 (tetrahydrofuran), O1CCCC1 (tetrahydrofuran), O1CCCC1 (tetrahydrofuran), O1CCCC1 (tetrahydrofuran). Starting materials: C(C#C)(=O)OCC (ethyl propiolate), C(C)(C)(C)OC(=O)NC1=CC(=C(C=O)C=C1)[N+](=O)[O-] (4-t-butoxycarbonylamino-2-nitrobenzaldehyde), solution, C[Si](C)(C)[N-][Si](C)(C)C.[Li+] (lithium bistrimethylsilylamide), ice. Reported procedure: A 1.0 M solution (9.49 ml) of lithium bistrimethylsilylamide in tetrahydrofuran was added to tetrahydrofuran (20.0 ml) at -78° C. under an argon atmosphere, and the mixture was stirred for 30 min. A solution of ethyl propiolate (0.78 ml, 8.62 mmol) in tetrahydrofuran (2.0 ml) was added thereto, and the mixture was stirred for 30 min. A solution of 4-t-butoxycarbonylamino-2-nitrobenzaldehyde (1.53 g, 5.75 mmol) in tetrahydrofuran (20 ml) was then added thereto, and the temperature was raised to -... Product: C(C)(C)(C)OC(=O)NC1=CC(=C(C=C1)C(C#CC(=O)OCC)O)[N+](=O)[O-] (ethyl 4-(4-t-butoxycarbonylamino-2-nitrophenyl)-4-hydroxy-2-butynoate). Conditions: temperature -60 celsius, time 30 minute. Reaction SMILES: C[Si]([N-][Si](C)(C)C)(C)C.[Li+].[C:11]([O:15][CH2:16][CH3:17])(=[O:14])[C:12]#[CH:13].[C:18]([O:22][C:23]([NH:25][C:26]1[CH:33]=[CH:32][C:29]([CH:30]=[O:31])=[C:28]([N+:34]([O-:36])=[O:35])[CH:27]=1)=[O:24])([CH3:21])([CH3:20])[CH3:19]>O1CCCC1>[C:18]([O:22][C:23]([NH:25][C:26]1[CH:33]=[CH:32][C:29]([CH:30]([OH:31])[C:13]#[C:12][C:11]([O:15][CH2:16][CH3:17])=[O:14])=[C:28]([N+:34]([O-:36])=[O:35])[CH:27]=1)=[O:24])([CH3:21])([CH3:19])[CH3:20] |f:0.1|. Yield: 33.1%. The reactants are C[Si](CCOCN(C1=CC(=NC=2N1N=CC2C=2C=NC(=CC2)Cl)C2CCC(CC2)CC(=O)OCC)COCC[Si](C)(C)C)(C)C (ethyl 2-(4-(7-(bis((2-(trimethylsilyl)ethoxy)methyl)amino)-3-(6-chloropyridin-3-yl)pyrazolo[1,5-a]pyrimidin-5-yl)cyclohexyl)acetate), C1(=CC=CC=C1)B(O)O (phenylboronic acid), [O-]P(=O)([O-])[O-].[K+].[K+].[K+] (K3PO4), O1CCOCC1 (1,4-dioxane). The reagents and catalysts are C=1C=CC(=CC1)[P](C=2C=CC=CC2)(C=3C=CC=CC3)[Pd]([P](C=4C=CC=CC4)(C=5C=CC=CC5)C=6C=CC=CC6)([P](C=7C=CC=CC7)(C=8C=CC=CC8)C=9C=CC=CC9)[P](C=1C=CC=CC1)(C=1C=CC=CC1)C=1C=CC=CC1 (Pd(PPh3)4). Run in O (H2O). Reaction conditions: temperature 150 celsius, time 30 minute. The product is C[Si](CCOCN(C1=CC(=NC=2N1N=CC2C=2C=NC(=CC2)C2=CC=CC=C2)C2CCC(CC2)CC(=O)OCC)COCC[Si](C)(C)C)(C)C (Ethyl 2-(4-(7-(bis((2-(trimethylsilyl)ethoxy)methyl)amino)-3-(6-phenylpyridin-3-yl)pyrazolo[1,5-a]pyrimidin-5-yl)cyclohexyl)acetate). As a reaction SMILES: [CH3:1][Si:2]([CH3:45])([CH3:44])[CH2:3][CH2:4][O:5][CH2:6][N:7]([CH2:36][O:37][CH2:38][CH2:39][Si:40]([CH3:43])([CH3:42])[CH3:41])[C:8]1[N:13]2[N:14]=[CH:15][C:16]([C:17]3[CH:18]=[N:19][C:20](Cl)=[CH:21][CH:22]=3)=[C:12]2[N:11]=[C:10]([CH:24]2[CH2:29][CH2:28][CH:27]([CH2:30][C:31]([O:33][CH2:34][CH3:35])=[O:32])[CH2:26][CH2:25]2)[CH:9]=1.[C:46]1(B(O)O)[CH:51]=[CH:50][CH:49]=[CH:48][CH:47]=1.[O-]P([O-])([O-])=O.[K+].[K+].[K+].O1CCOCC1>C1C=CC([P]([Pd]([P](C2C=CC=CC=2)(C2C=CC=CC=2)C2C=CC=CC=2)([P](C2C=CC=CC=2)(C2C=CC=CC=2)C2C=CC=CC=2)[P](C2C=CC=CC=2)(C2C=CC=CC=2)C2C=CC=CC=2)(C2C=CC=CC=2)C2C=CC=CC=2)=CC=1.O>[CH3:1][Si:2]([CH3:45])([CH3:44])[CH2:3][CH2:4][O:5][CH2:6][N:7]([CH2:36][O:37][CH2:38][CH2:39][Si:40]([CH3:43])([CH3:42])[CH3:41])[C:8]1[N:13]2[N:14]=[CH:15][C:16]([C:17]3[CH:18]=[N:19][C:20]([C:46]4[CH:51]=[CH:50][CH:49]=[CH:48][CH:47]=4)=[CH:21][CH:22]=3)=[C:12]2[N:11]=[C:10]([CH:24]2[CH2:29][CH2:28][CH:27]([CH2:30][C:31]([O:33][CH2:34][CH3:35])=[O:32])[CH2:26][CH2:25]2)[CH:9]=1 |f:2.3.4.5,^1:72,74,93,112|. Procedure: To 10-20 mL microwave flask was added ethyl 2-(4-(7-(bis((2-(trimethylsilyl)ethoxy)methyl)amino)-3-(6-chloropyridin-3-yl)pyrazolo[1,5-a]pyrimidin-5-yl)cyclohexyl)acetate (Int-5m, 500 mg, 741 μmol), phenylboronic acid (181 mg, 1.48 mmol), K3PO4 (314 mg, 1.48 mmol), Pd(PPh3)4 (86 mg, 74 mol) and 3:1 1,4-dioxane:H2O (8 mL). The flask was flushed with argon and sealed. The reaction was stirred in a microwave at 150° C. for 30 minutes. After 30 minutes, the reaction was diluted with DCM and washed wi... The reactants are C(C=C)(=O)OC (methyl acrylate), C(C)(C)(C)P(CCC(=O)OC)CCC(=O)OC (t-butyl bis(carbomethoxyethyl)phosphine), C(C)(C)(C)P (t-butylphosphine), azobis-1-isovaleronitrile. Yields the product C(C)(C)(C)P(CCC(=O)OC)(CCC(=O)OC)=O (t-butyl bis(carbomethoxyethyl)phosphine oxide). RXN SMILES: C(OC)(=[O:4])C=C.C(P)(C)(C)C.[C:12]([P:16]([CH2:23][CH2:24][C:25]([O:27][CH3:28])=[O:26])[CH2:17][CH2:18][C:19]([O:21][CH3:22])=[O:20])([CH3:15])([CH3:14])[CH3:13]>>[C:12]([P:16](=[O:4])([CH2:23][CH2:24][C:25]([O:27][CH3:28])=[O:26])[CH2:17][CH2:18][C:19]([O:21][CH3:22])=[O:20])([CH3:14])([CH3:15])[CH3:13]. Reported procedure: The procedure of Example 1 is again followed except that 860 parts of methyl acrylate are reacted with 452 parts of t-butylphosphine. 4.9 Parts of azobis-1-isovaleronitrile are used as catalyst. The liquid reaction product, t-butyl bis(carbomethoxyethyl)phosphine is oxidized to give t-butyl bis(carbomethoxyethyl)phosphine oxide which is then hydrolyzed. The product, t-butyl bis(β-carboxyethyl)phosphine oxide is isolated as an off-white crystalline solid having a m.p. of 174° C. The reactants are ice, [Si](C)(C)(C(C)(C)C)OC[C@H]([C@@H](C)C1=CC=C(C=C1)C(F)(F)F)NC(OC(C)(C)C)=O (tert-butyl (2S,3S)-1-(tert-butyldimethylsilyloxy)-3-(4-(trifluoromethyl)phenyl)butan-2-ylcarbamate), [F-].C(CCC)[N+](CCCC)(CCCC)CCCC (tetrabutylammonium fluoride), C1CCOC1 (THF). The solvent is CCOCC (ether). Conditions: time 60 minute. Yields the product OC[C@H]([C@@H](C)C1=CC=C(C=C1)C(F)(F)F)NC(OC(C)(C)C)=O (tert-butyl (2S,3S)-1-hydroxy-3-(4-(trifluoromethyl)phenyl)butan-2-ylcarbamate), solid. The yield is 84.0%. Reaction SMILES: [Si]([O:8][CH2:9][C@@H:10]([NH:23][C:24](=[O:30])[O:25][C:26]([CH3:29])([CH3:28])[CH3:27])[C@H:11]([C:13]1[CH:18]=[CH:17][C:16]([C:19]([F:22])([F:21])[F:20])=[CH:15][CH:14]=1)[CH3:12])(C(C)(C)C)(C)C.[F-].C([N+](CCCC)(CCCC)CCCC)CCC.C1COCC1>CCOCC>[OH:8][CH2:9][C@@H:10]([NH:23][C:24](=[O:30])[O:25][C:26]([CH3:29])([CH3:28])[CH3:27])[C@H:11]([C:13]1[CH:14]=[CH:15][C:16]([C:19]([F:22])([F:21])[F:20])=[CH:17][CH:18]=1)[CH3:12] |f:1.2|. Procedure: To tert-butyl (2S,3S)-1-(tert-butyldimethylsilyloxy)-3-(4-(trifluoromethyl)phenyl)butan-2-ylcarbamate (2000 mg, 4.5 mmol) in 25 mL ether at 0° C. was added 1.0 M tetrabutylammonium fluoride in THF (8.9 mL, 8.9 mmol). After the addition, the ice-bath was taken away. The reaction progress was monitored by TLC. After 60 minutes, the solvent was evaporated and 100 mL diethyl ether was added. The organic layer was washed with water and brine solution, and then dried over sodium sulfate. The crude pro... Starting materials: OCCCC(C(=O)OCC1=CC=C(C=C1)OC)(C)C (4-methoxybenzyl 5-hydroxy-2,2-dimethyl-valerate), C1CCC(CC1)N=C=NC2CCCCC2 (DCC), C(=O)(OCC1=CC=CC=C1)N[C@@H](C(C)C)C(=O)O (N-CBz-L-valine). The reagents and catalysts are CN(C)C=1C=CN=CC1 (DMAP). The solvent is C(Cl)Cl (CH2Cl2), C(Cl)Cl (CH2Cl2). Conditions: time 1 hour. Product: C(=O)(OCC1=CC=CC=C1)N[C@@H](C(C)C)C(=O)OCCCC(C(=O)OCC1=CC=C(C=C1)OC)(C)C (4-methoxybenzyl 5-(N-CBz-L-valyloxy)-2,2-dimethylvalerate). Isolated yield 71.8%. RXN SMILES: C1CCC(N=C=NC2CCCCC2)CC1.[C:16]([NH:26][C@H:27]([C:31]([OH:33])=[O:32])[CH:28]([CH3:30])[CH3:29])([O:18][CH2:19][C:20]1[CH:25]=[CH:24][CH:23]=[CH:22][CH:21]=1)=[O:17].O[CH2:35][CH2:36][CH2:37][C:38]([CH3:52])([CH3:51])[C:39]([O:41][CH2:42][C:43]1[CH:48]=[CH:47][C:46]([O:49][CH3:50])=[CH:45][CH:44]=1)=[O:40]>CN(C1C=CN=CC=1)C.C(Cl)Cl>[C:16]([NH:26][C@H:27]([C:31]([O:33][CH2:35][CH2:36][CH2:37][C:38]([CH3:51])([CH3:52])[C:39]([O:41][CH2:42][C:43]1[CH:48]=[CH:47][C:46]([O:49][CH3:50])=[CH:45][CH:44]=1)=[O:40])=[O:32])[CH:28]([CH3:29])[CH3:30])([O:18][CH2:19][C:20]1[CH:25]=[CH:24][CH:23]=[CH:22][CH:21]=1)=[O:17]. Procedure: To a mixture of DCC (9.41 g, 46 mmol), DMAP (0.586 g, 4.8 mmol) and N-CBz-L-valine (12.1 g, 48 mmol) in CH2Cl2 (200 mL) at 0° C., was added dropwise a solution of 4-methoxybenzyl 5-hydroxy-2,2-dimethyl-valerate (6.40 g, 24 mmol) in CH2Cl2 (50 mL). After 1 h at 0° C., the temperature of the reaction mixture was allowed to assume room temperature and theft the mixture was stirred for 5 h at room temperature. The mixture was filtered through a glass filter and the solvent was removed under reduced ...